Dataset: the Open Reaction Database (ORD), a public repository of structured organic reaction records. Task: describe an organic reaction: reactants, conditions, products, and yield Procedure: To a solution of 2-formyl-5-(tetrahydropyran-2-yloxy)cyclopentaneheptanoic acid methyl ester (23.64 g), described by J. Bagli and T. Bogri, Tetrahedron Letters, 3815 (1972), see also U.S. Pat. No. 3,773,795 issued Nov. 20, 1973, in methanol (20 ml) is added 10% NaOH (33.5 ml). The reaction mixture is stirred under a nitrogen atmosphere at 40° C (bath temperature) for 18 hr. The mixture is cooled and the methanol is evaporated from the mixture. The residue is taken up in ether and the resulting m... As a reaction SMILES: C[O:2][C:3](=[O:24])[CH2:4][CH2:5][CH2:6][CH2:7][CH2:8][CH2:9][CH:10]1[CH:14]([O:15][CH:16]2[CH2:21][CH2:20][CH2:19][CH2:18][O:17]2)[CH2:13][CH2:12][CH:11]1[CH:22]=[O:23].[OH-].[Na+]>CO>[CH:22]([CH:11]1[CH2:12][CH2:13][CH:14]([O:15][CH:16]2[CH2:21][CH2:20][CH2:19][CH2:18][O:17]2)[CH:10]1[CH2:9][CH2:8][CH2:7][CH2:6][CH2:5][CH2:4][C:3]([OH:24])=[O:2])=[O:23] |f:1.2|. Product: C(=O)C1C(C(CC1)OC1OCCCC1)CCCCCCC(=O)O (2-Formyl-5-(tetrahydropyran-2-yloxy)-cyclopentaneheptanoic acid). Run in CO (methanol). Reactants: [OH-].[Na+] (NaOH), COC(CCCCCCC1C(CCC1OC1OCCCC1)C=O)=O (2-formyl-5-(tetrahydropyran-2-yloxy)cyclopentaneheptanoic acid methyl ester). Run at temperature 40 celsius, time 18 hour. Reactants: [N+](=O)([O-])C=1C=C2C=CNC2=CC1 (5-nitroindole), C([O-])([O-])=O.[K+].[K+] (potassium carbonate), CN(C=O)C (N,N-dimethylformamide), C(OC)(OC)=O (dimethyl carbonate), [N+](=O)([O-])C=1C=C2C=CNC2=CC1 (5-nitroindole). The solvent is C(C)(=O)OCC (ethyl acetate), O (water), CCCCCCC (heptane). Reaction conditions: temperature 10 celsius, time 2 hour. Yields the product CN1C=CC2=C(C=CC=C12)[N+](=O)[O-] (1-methyl-4-nitroindole). The yield is 97.1%. As a reaction SMILES: [N+:1]([C:4]1[CH:5]=[C:6]2[C:10](=[CH:11][CH:12]=1)NC=C2)([O-:3])=[O:2].C(=O)([O-])[O-].[K+].[K+].[CH3:19][N:20]([CH3:23])[CH:21]=O.C(=O)(OC)OC>CCCCCCC.O.C(OCC)(=O)C>[CH3:19][N:20]1[C:23]2[C:5](=[C:4]([N+:1]([O-:3])=[O:2])[CH:12]=[CH:11][CH:10]=2)[CH:6]=[CH:21]1 |f:1.2.3|. Procedure details: A 500 mL, three-necked flask equipped with a thermocouple, condenser, and addition funnel was charged with 5-nitroindole (20.0 g, 12.3 mmol), potassium carbonate (4.0 g, 29 mmol), N,N-dimethylformamide (80 mL) and dimethyl carbonate (22 mL, 26.14 mmol). The resulting mixture was heated to reflux. The reaction was monitored by HPLC or TLC (solvent system: 30% ethyl acetate in heptane). An analysis of the reaction mixture after 3 h at reflux, by the above methods, failed to detect any remaining 5-... The reactants are [Al+3].[Cl-].[Cl-].[Cl-] (AlCl3), C(C)(=O)Cl (acetyl chloride), [Al+3].[Cl-].[Cl-].[Cl-] (AlCl3), C(C)(=O)Cl (acetyl chloride), CN1C2=C(C3=CC=CC=C13)C=C(S2)C(=O)OC (Methyl 8-methylthieno[2,3-b]indole-2-carboxylate), O (Water). Solvent: ClCCCl (1,2-dichloroethane). Run at time 30 minute. Yields the product C(C)(=O)C=1C=C2C3=C(N(C2=CC1)C)SC(=C3)C(=O)OC (Methyl 5-acetyl-8-methylthieno[2,3-b]indole-2-carboxylate). As a reaction SMILES: [Al+3].[Cl-].[Cl-].[Cl-].[C:5](Cl)(=[O:7])[CH3:6].[CH3:9][N:10]1[C:18]2[C:13](=[CH:14][CH:15]=[CH:16][CH:17]=2)[C:12]2[CH:19]=[C:20]([C:22]([O:24][CH3:25])=[O:23])[S:21][C:11]1=2.O>ClCCCl>[C:5]([C:15]1[CH:14]=[C:13]2[C:18](=[CH:17][CH:16]=1)[N:10]([CH3:9])[C:11]1[S:21][C:20]([C:22]([O:24][CH3:25])=[O:23])=[CH:19][C:12]2=1)(=[O:7])[CH3:6] |f:0.1.2.3|. Reported procedure: To a slurry of 870 mg AlCl3 in 50 ml dry 1,2-dichloroethane was added 465 μl acetyl chloride. The mixture was stirred for 30 min. at room temperature. 800 mg of (6) was added, and stirring continued overnight. Another 870 mg AlCl3 and 465 μl acetyl chloride was added, and stirring continued overnight. Water was added, and the organic phase dried and evaporated to dryness giving a brown powder, which was crystallized from acetic acid and petrol ether giving (64). Yield 210 mg. M.p. 196-8° C. The reactants are NC1=CC=C(C=C1)C=1C(=CC(NN1)=O)C ((−)-6-(4-aminophenyl)-5-methylpyridazin-3-(2H)-one), N(=O)[O-].[Na+] (sodium nitrite), C(CC#N)#N (malononitrile). The product is C[C@@H]1CC(=O)NN=C1C=2C=CC(=CC2)NN=C(C#N)C#N (levosimendan). Reaction SMILES: [NH2:1][C:2]1[CH:7]=[CH:6][C:5]([C:8]2[C:9]([CH3:15])=[CH:10][C:11](=[O:14])[NH:12][N:13]=2)=[CH:4][CH:3]=1.[N:16]([O-])=O.[Na+].[C:20](#[N:24])[CH2:21][C:22]#[N:23]>>[CH3:15][C@H:9]1[C:8]([C:5]2[CH:6]=[CH:7][C:2]([NH:1][N:16]=[C:21]([C:20]#[N:24])[C:22]#[N:23])=[CH:3][CH:4]=2)=[N:13][NH:12][C:11](=[O:14])[CH2:10]1 |f:1.2|. Reported procedure: U.S. Pat. No. 5,569,657 discloses the preparation of levosimendan and its salts. (±)-6-(4-aminophenyl)-5-methylpyridazin-3-(2H)-one is dissolved in 2-propanol on heating. L-tartaric acid is gradually added to the solution and stirred on heating to obtain a clear solution. The solution is cooled slowly to room temperature and then stirred overnight at 200 C to obtain a crystalline product. On filtering, the wet salt is dissolved in water and to it potassium carbonate solution is added with stirri... Starting materials: CS(=O)(=O)N1C=C(C=2C(CC(CC12)C1=CC=CC=C1)=O)C (1-methanesulfonyl-3-methyl-6-phenyl-4,5,6,7-tetrahydroindol-4-one), C(=N)(N)NN.Cl (aminoguanidine hydrochloride), Cl (hydrochloric acid), O (water). Solvent: C(C)O (ethanol). Conditions: time 12 hour. The product is Cl.N(C(=N)N)N=C1C=2C(=CN(C2CC(C1)C1=CC=CC=C1)S(=O)(=O)C)C (4-guanidinoimino-1-methanesulfonyl-3-methyl-6-phenyl-4,5,6,7-tetrahydroindole hydrochloride). Isolated yield 46.7%. As a reaction SMILES: [CH3:1][S:2]([N:5]1[C:13]2[CH2:12][CH:11]([C:14]3[CH:19]=[CH:18][CH:17]=[CH:16][CH:15]=3)[CH2:10][C:9](=O)[C:8]=2[C:7]([CH3:21])=[CH:6]1)(=[O:4])=[O:3].[C:22]([NH:25][NH2:26])([NH2:24])=[NH:23].[ClH:27].Cl.O>C(O)C>[ClH:27].[NH:25]([N:26]=[C:9]1[CH2:10][CH:11]([C:14]2[CH:19]=[CH:18][CH:17]=[CH:16][CH:15]=2)[CH2:12][C:13]2[N:5]([S:2]([CH3:1])(=[O:4])=[O:3])[CH:6]=[C:7]([CH3:21])[C:8]1=2)[C:22]([NH2:24])=[NH:23] |f:1.2,6.7|. Reported procedure: A mixture of 1-methanesulfonyl-3-methyl-6-phenyl-4,5,6,7-tetrahydroindol-4-one (0.41 g), aminoguanidine hydrochloride (0.16 g), concentrated hydrochloric acid (0.068 ml), water (0.068 ml) and ethanol (30 ml) was refluxed for 20 minutes. The reaction solution was allowed to stand in a refrigerator for 12 hours, and precipitated crystals were filtered, which were washed with ethanol and recrystallized from water to give 4-guanidinoimino-1-methanesulfonyl-3-methyl-6-phenyl-4,5,6,7-tetrahydroindole ... Starting materials: C(C)OC1=NC=C(C=C1C=1NC(C2=C(N1)C(=NN2C)CCC)=O)S(=O)(=O)N2CCN(CC2)CC (5-[2-Ethoxy-5-(4-ethylpiperazin-1-ylsulphonyl)pyridin-3-yl]-1-methyl-3-n-propyl-1,6-dihydro-7H-pyrazolo[4,3-d]pyrimidin-7-one), C[Si](C)(C)[N-][Si](C)(C)C.[K+] (potassium bis(trimethylsilyl)amide), COCCO (2-methoxyethanol). Yields the product C(C)N1CCN(CC1)S(=O)(=O)C=1C=C(C(=NC1)OCCOC)C=1NC(C2=C(N1)C(=NN2C)CCC)=O (5-[5-(4-Ethylpiperazin-1-ylsulphonyl)-2-(2-methoxyethoxy)pyridin-3-yl]-1-methyl-3-n-propyl-1,6-dihydro-7H-pyrazolo[4,3-d]pyrimidin-7-one). Yield: 64.0%. As a reaction SMILES: [CH2:1]([O:3][C:4]1[C:9]([C:10]2[NH:11][C:12](=[O:23])[C:13]3[N:18]([CH3:19])[N:17]=[C:16]([CH2:20][CH2:21][CH3:22])[C:14]=3[N:15]=2)=[CH:8][C:7]([S:24]([N:27]2[CH2:32][CH2:31][N:30]([CH2:33][CH3:34])[CH2:29][CH2:28]2)(=[O:26])=[O:25])=[CH:6][N:5]=1)[CH3:2].C[Si]([N-][Si](C)(C)C)(C)C.[K+].[CH3:45][O:46]CCO>>[CH2:33]([N:30]1[CH2:31][CH2:32][N:27]([S:24]([C:7]2[CH:8]=[C:9]([C:10]3[NH:11][C:12](=[O:23])[C:13]4[N:18]([CH3:19])[N:17]=[C:16]([CH2:20][CH2:21][CH3:22])[C:14]=4[N:15]=3)[C:4]([O:3][CH2:1][CH2:2][O:46][CH3:45])=[N:5][CH:6]=2)(=[O:26])=[O:25])[CH2:28][CH2:29]1)[CH3:34] |f:1.2|. Procedure: A mixture of the title compound of Example 124 (111 mg, 0.23 mmol) and potassium bis(trimethylsilyl)amide (226 mg, 1.13 mmol) in 2-methoxyethanol (5 ml) was stirred under reflux for 18 hours. The cooled mixture was evaporated under reduced pressure and the residue purified by column chromatography on silica gel, using dichloromethane: methanol (96:4) as eluant, and triturated with ether to afford the title compound (75 mg, 64%) as a white crystalline solid.